From a dataset of the Open Reaction Database (ORD), a public repository of structured organic reaction records. describe an organic reaction: reactants, conditions, products, and yield Reactants: steel, C(C)OC1=NC(N(C=C1)[C@H]1CS[C@H](O1)CO)=O ((2S*,5R*)-4-ethoxy-1-[2-(hydroxymethyl)-1,3-oxathiolan-5-yl]pyrimidin-2-one), N.CO (ammonia methanol), teflon. Reaction conditions: temperature 70 celsius. Product: OC[C@H]1O[C@H](CS1)N1C(=O)N=C(N)C=C1 ((2S*,5R*)-1-[2-(hydroxymethyl)-1,3-oxathiolan-5-yl]cytosine). Isolated yield 89.0%. Reaction SMILES: C(O[C:4]1[CH:9]=[CH:8][N:7]([C@@H:10]2[O:14][C@H:13]([CH2:15][OH:16])[S:12][CH2:11]2)[C:6](=[O:17])[N:5]=1)C.[NH3:18].CO>>[OH:16][CH2:15][C@@H:13]1[S:12][CH2:11][C@H:10]([N:7]2[CH:8]=[CH:9][C:4]([NH2:18])=[N:5][C:6]2=[O:17])[O:14]1 |f:1.2|. Reported procedure: A solution of (2S*,5R*)-4-ethoxy-1-[2-(hydroxymethyl)-1,3-oxathiolan-5-yl]pyrimidin-2-one (0.21 g) in ammonia/methanol (8 mL of methanol saturated with ammonia gas at 0° C. for 45 minutes) was placed in a steel bomb with a teflon liner, sealed and heated at 70° C. for 18 hours. Solvent was evaporated in vacuo and the residue subjected to flash chromatography to give the desired product (0.16 g, 89%) as a white solid: mp 184-185° C.; 1H NMR (DMSO-d6): δ 3.00 (dd, J=11.8, 5.0 Hz, 1H), 3.38 (dd, J=...